This data is from the Open Reaction Database (ORD), a public repository of structured organic reaction records. The task is: describe an organic reaction: reactants, conditions, products, and yield Reactants: [Br-], CC(C)=CC=O, [Mg+]c1ccc(Cl)cc1, [Cu]Br, C1CCOC1, O. Product: CC(C)(CC=O)c1ccc(Cl)cc1. Reaction SMILES: [Br-:1].[CH3:10][C:11](=[CH:12][CH:13]=[O:14])[CH3:15].[Cl:2][c:3]1[cH:4][cH:5][c:6]([Mg+:9])[cH:7][cH:8]1.[Cu:22][Br:23].[O:17]1[CH2:18][CH2:19][CH2:20][CH2:21]1.[OH2:16]>>[Cl:2][c:3]1[cH:4][cH:5][c:6]([C:11]([CH3:10])([CH2:12][CH:13]=[O:14])[CH3:15])[cH:7][cH:8]1. Starting materials: C(#N)C(=O)OC (Methyl cyanoformate), NC1=C(N(C(=C1C#N)N1C[C@@H](CCC1)NC(=O)OC(C)(C)C)CC1=C(C=CC(=C1)F)Cl)C(=O)OCC (ethyl 3-amino-5-{(3R)-3-[(tertbutoxycarbonyl)amino]piperidin-1-yl}-1-(2-chloro-5-fluorobenzyl)-4-cyano-1H-pyrrole-2-carboxylate), 10. Run in Cl.CO (hydrochloric acid methanol). Run at temperature 90 celsius. Product: crude product, N[C@H]1CN(CCC1)C1=C(C=2N=C(NC(C2N1CC1=C(C=CC(=C1)F)Cl)=O)C(=O)OC)C#N (Methyl 6-[(3R)-3-aminopiperidin-1-yl]-5-(2-chloro-5-fluorobenzyl)-7-cyano-4-oxo-4,5-dihydro-3H-pyrrolo[3,2-d]pyrimidine-2-carboxylate). RXN SMILES: [C:1]([C:3]([O:5][CH3:6])=[O:4])#[N:2].[NH2:7][C:8]1[C:12]([C:13]#[N:14])=[C:11]([N:15]2[CH2:20][CH2:19][CH2:18][C@@H:17]([NH:21]C(OC(C)(C)C)=O)[CH2:16]2)[N:10]([CH2:29][C:30]2[CH:35]=[C:34]([F:36])[CH:33]=[CH:32][C:31]=2[Cl:37])[C:9]=1[C:38](OCC)=[O:39]>Cl.CO>[NH2:21][C@@H:17]1[CH2:18][CH2:19][CH2:20][N:15]([C:11]2[N:10]([CH2:29][C:30]3[CH:35]=[C:34]([F:36])[CH:33]=[CH:32][C:31]=3[Cl:37])[C:9]3[C:38](=[O:39])[NH:2][C:1]([C:3]([O:5][CH3:6])=[O:4])=[N:7][C:8]=3[C:12]=2[C:13]#[N:14])[CH2:16]1 |f:2.3|. Procedure: Methyl cyanoformate (170 μl) was added to a solution of ethyl 3-amino-5-{(3R)-3-[(tertbutoxycarbonyl)amino]piperidin-1-yl}-1-(2-chloro-5-fluorobenzyl)-4-cyano-1H-pyrrole-2-carboxylate (104 mg) in hydrochloric acid-methanol reagent 10 (4 ml), and the resulting mixture was stirred with heating at 90° C. in a sealed tube for 15 hours. The reaction solution was concentrated under reduced pressure and chloroform was added to the residue. The solid precipitated was removed by filtration and the filtra... Procedure: To a solution of 2-methylaminopyridine (Aldrich; 1.00 g, 9.25 mmol) in 10 mL of 1:1 HOAc and water was added 2.35 g (9.25 mmol) of I2. The resulting brown solution was heated to 80° C. for 3 h. After cooling to room temperature, the mixture was neutralized with saturated NaHCO3 and extracted with Et2O. The extract was washed with water and brine, dried with MgSO4, filtered, and concentrated to provide 540 mg of (5-iodo-pyridin-2-yl)-methyl-amine. Reaction SMILES: [CH3:1][NH:2][C:3]1[CH:8]=[CH:7][CH:6]=[CH:5][N:4]=1.[I:9]I.C([O-])(O)=O.[Na+]>CC(O)=O.O>[I:9][C:6]1[CH:7]=[CH:8][C:3]([NH:2][CH3:1])=[N:4][CH:5]=1 |f:2.3|. Isolated yield 24.9%. The reactants are CNC1=NC=CC=C1 (2-methylaminopyridine), II (I2), C(=O)(O)[O-].[Na+] (NaHCO3). Conditions: temperature 80 celsius. Solvent: CC(=O)O (HOAc), O (water). Product: IC=1C=CC(=NC1)NC ((5-iodo-pyridin-2-yl)-methyl-amine).